Dataset: the Open Reaction Database (ORD), a public repository of structured organic reaction records. Task: describe an organic reaction: reactants, conditions, products, and yield The reactants are BrC=1C=CC(=NC1)NC(=O)CCC (5-bromo-2-propylcarbonylaminopyridine), BrC=1N=C(C2=CC=CC=C2C1)N1CCN(CC1)CC (3-bromo-1-(4-ethylpiperazin-1-yl)isoquinoline), Cl (hydrochloride). Yields the product Cl.C(CC)C(=O)NC1=NC=C(C=C1)C=1N=C(C2=CC=CC=C2C1)N1CCN(CC1)CC (3-(2-propylcarbonylaminopyridin-5-yl)-1-(4-ethylpiperazin-1-yl)isoquinoline hydrochloride). As a reaction SMILES: Br[C:2]1[CH:3]=[CH:4][C:5]([NH:8][C:9]([CH2:11][CH2:12][CH3:13])=[O:10])=[N:6][CH:7]=1.Br[C:15]1[N:16]=[C:17]([N:25]2[CH2:30][CH2:29][N:28]([CH2:31][CH3:32])[CH2:27][CH2:26]2)[C:18]2[C:23]([CH:24]=1)=[CH:22][CH:21]=[CH:20][CH:19]=2.[ClH:33]>>[ClH:33].[CH2:11]([C:9]([NH:8][C:5]1[CH:4]=[CH:3][C:2]([C:15]2[N:16]=[C:17]([N:25]3[CH2:26][CH2:27][N:28]([CH2:31][CH3:32])[CH2:29][CH2:30]3)[C:18]3[C:23]([CH:24]=2)=[CH:22][CH:21]=[CH:20][CH:19]=3)=[CH:7][N:6]=1)=[O:10])[CH2:12][CH3:13] |f:3.4|. Procedure: In the same manners sequentially as in Examples 161-2 and 20, the free compound of the title compound (338 mg, yield; 40%) from 5-bromo-2-propylcarbonylaminopyridine (3.11 g) and 3-bromo-1-(4-ethylpiperazin-1-yl)isoquinoline (514 mg). The resulting free compound was converted into a hydrochloride in a conventional manner, to give the hydrochloride of the title compound as yellow crystals.